This data is from the Open Reaction Database (ORD), a public repository of structured organic reaction records. The task is: describe an organic reaction: reactants, conditions, products, and yield The reactants are CI (methyl iodide), O1CCCC1.C(C)(C)NC(C)C.[Li] (lithium diisopropylamine mono(tetrahydrofuran)), C1CCCCC1 (cyclohexane), BrC1=CSC2=C1C=NC=C2 (3-Bromo-thieno[3,2-c]pyridine). The solvent is C1CCOC1 (THF). Run at temperature -78 celsius, time 20 minute. The product is BrC1=C(SC2=C1C=NC=C2)C (3-Bromo-2-methyl-thieno[3,2-c]pyridine). The yield is 72.0%. As a reaction SMILES: [Br:1][C:2]1[C:6]2[CH:7]=[N:8][CH:9]=[CH:10][C:5]=2[S:4][CH:3]=1.O1CCC[CH2:12]1.C(NC(C)C)(C)C.[Li].C1CCCCC1.CI>C1COCC1>[Br:1][C:2]1[C:6]2[CH:7]=[N:8][CH:9]=[CH:10][C:5]=2[S:4][C:3]=1[CH3:12] |f:1.2.3,^1:22|. Procedure details: 291 mg of 3-Bromo-thieno[3,2-c]pyridine (1.36 mmol) is dissolved in 3 ml of dry THF and cooled to −78° C. 1.00 ml of lithium diisopropylamine mono(tetrahydrofuran) 1.5M solution in cyclohexane (1.5 mmol) is added to the mixture at −78° C. and stirred at −78° C. for 20 min. 213 mg of methyl iodide (1.5 mmol) is added to the mixture and stirred at −78° C.→room temperature for 1 h. The reaction mixture is quenched by sat. NH4Cl and extracted with CH2Cl2. The separated CH2Cl2 is dried over Na2SO4 an...